Dataset: the Open Reaction Database (ORD), a public repository of structured organic reaction records. Task: describe an organic reaction: reactants, conditions, products, and yield The reactants are C1(CCCCC1)N=C=NC1CCCCC1 (dicyclohexyl carbodiimide), CN(C=O)C (N,N-dimethylformamide), C(=O)(O)CN1C(SCC1=O)=S (3-carboxymethyl rhodanine), NC1=CC2=C(N=C(N2)S)C=C1 (5-amino-2-mercaptobenzimidazole). The solvent is O1CCCC1 (tetrahydrofuran), O1CCCC1 (tetrahydrofuran). Run at time 5 hour. Yields the product SC=1NC2=C(N1)C=CC(=C2)NC(=O)N2C(SCC2=O)=S (3-[N-(2-mercaptobenzimidazole-5-yl)carbamoyl]rhodanine). As a reaction SMILES: C([CH2:4][N:5]1[C:9](=[O:10])[CH2:8][S:7][C:6]1=[S:11])(O)=O.[NH2:12][C:13]1[CH:22]=[CH:21][C:16]2[N:17]=[C:18]([SH:20])[NH:19][C:15]=2[CH:14]=1.C1(N=C=NC2CCCCC2)CCCCC1.CN(C)C=[O:41]>O1CCCC1>[SH:20][C:18]1[NH:19][C:15]2[CH:14]=[C:13]([NH:12][C:4]([N:5]3[C:9](=[O:10])[CH2:8][S:7][C:6]3=[S:11])=[O:41])[CH:22]=[CH:21][C:16]=2[N:17]=1. Reported procedure: 1.15 g of 3-carboxymethyl rhodanine and 1 g of 5-amino-2-mercaptobenzimidazole were dissolved in 25 ml of tetrahydrofuran. A solution of 1.2 g of dicyclohexyl carbodiimide in 5 ml of tetrahydrofuran was added to the solution. The mixture was then stirred at room temperature for 5 hours. The resulting precipitate was filtered off to obtain 2 g of semiopaque powder. 20 ml of N,N-dimethylformamide was added to the powder. The mixture was then stirred. Insoluble matters were filtered out. 200 ml of ... Starting materials: COC(=O)C(C)(C)C(Cc1ccccc1)NCc1ccccc1, COC(=O)C(C)(C)C(=O)Cc1ccccc1. The product is COC(=O)C(C)(C)C(N)Cc1ccccc1. Reaction SMILES: [CH2:1]([c:2]1[cH:3][cH:4][cH:5][cH:6][cH:7]1)[NH:8][CH:9]([C:10]([C:11](=[O:12])[O:13][CH3:14])([CH3:15])[CH3:16])[CH2:17][c:18]1[cH:19][cH:20][cH:21][cH:22][cH:23]1.[CH3:24][C:25]([CH3:26])([C:27]([CH2:28][c:29]1[cH:30][cH:31][cH:32][cH:33][cH:34]1)=[O:35])[C:36]([O:37][CH3:38])=[O:39]>>[NH2:8][CH:9]([C:10]([C:11](=[O:12])[O:13][CH3:14])([CH3:15])[CH3:16])[CH2:17][c:18]1[cH:19][cH:20][cH:21][cH:22][cH:23]1.